From a dataset of the Open Reaction Database (ORD), a public repository of structured organic reaction records. describe an organic reaction: reactants, conditions, products, and yield Starting materials: BrN1C(CCC1=O)=O (N-bromosuccinimide), C(C)(=O)OCC (ethyl acetate), F\C(\C(=O)OCC)=C/C ((Z)-ethyl 2-fluorocrotonate), CCCCCC (n-hexane). Reagents/catalysts: C(C1=CC=CC=C1)(=O)OOC(C1=CC=CC=C1)=O (benzoyl peroxide). The solvent is C(Cl)(Cl)(Cl)Cl (carbon tetrachloride). Reaction SMILES: [F:1]/[C:2](=[CH:8]\[CH3:9])/[C:3]([O:5][CH2:6][CH3:7])=[O:4].[Br:10]N1C(=O)CCC1=O.CCCCCC.C(OCC)(=O)C>C(Cl)(Cl)(Cl)Cl.C(OOC(=O)C1C=CC=CC=1)(=O)C1C=CC=CC=1>[Br:10][CH2:9]/[CH:8]=[C:2](\[F:1])/[C:3]([O:5][CH2:6][CH3:7])=[O:4]. The yield is 59.1%. Yields the product BrC\C=C(\C(=O)OCC)/F ((Z)-ethyl 4-bromo-2-fluorocrotonate). Reported procedure: After 9.0 g of (Z)-ethyl 2-fluorocrotonate was dissolved in 60 ml of carbon tetrachloride, 13.5 g of N-bromosuccinimide and 10 mg of benzoyl peroxide were added thereto. The mixture was heated to reflux for 6 hours. This reaction solution was filtered and the filtrate was concentrated to give a residue. The residue was subjected to silica gel column chromatography (eluent; n-hexane:ethyl acetate=20:1), thereby obtaining 8.5 g of the desired compound.